From a dataset of the Open Reaction Database (ORD), a public repository of structured organic reaction records. describe an organic reaction: reactants, conditions, products, and yield RXN SMILES: [CH2:20]([CH2:21][CH2:33][CH3:34])[Sn:22]([CH2:23][CH2:24][CH2:25][CH3:26])([CH2:27][CH2:28][CH2:29][CH3:30])[CH:31]=[CH2:32].[CH3:1][O:2][C:3]([c:4]1[c:5]([NH:15][C:16]([CH3:17])=[O:18])[cH:6][c:7]([C:11]([F:12])([F:13])[F:14])[c:8]([I:10])[cH:9]1)=[O:19].[CH3:39][c:40]1[cH:41][cH:42][cH:43][cH:44][cH:45]1.[F-:37].[K+:38].[OH2:35].[OH2:36].[Pd:46].[c:104]1([P:105]([c:106]2[cH:107][cH:108][cH:109][cH:110][cH:111]2)[c:112]2[cH:113][cH:114][cH:115][cH:116][cH:117]2)[cH:118][cH:119][cH:120][cH:121][cH:122]1.[c:47]1([P:48]([c:49]2[cH:50][cH:51][cH:52][cH:53][cH:54]2)[c:55]2[cH:56][cH:57][cH:58][cH:59][cH:60]2)[cH:61][cH:62][cH:63][cH:64][cH:65]1.[c:66]1([P:67]([c:68]2[cH:69][cH:70][cH:71][cH:72][cH:73]2)[c:74]2[cH:75][cH:76][cH:77][cH:78][cH:79]2)[cH:80][cH:81][cH:82][cH:83][cH:84]1.[c:85]1([P:86]([c:87]2[cH:88][cH:89][cH:90][cH:91][cH:92]2)[c:93]2[cH:94][cH:95][cH:96][cH:97][cH:98]2)[cH:99][cH:100][cH:101][cH:102][cH:103]1>>[CH3:1][O:2][C:3]([c:4]1[c:5]([NH:15][C:16]([CH3:17])=[O:18])[cH:6][c:7]([C:11]([F:12])([F:13])[F:14])[c:8]([CH:20]=[CH2:21])[cH:9]1)=[O:19]. Reactants: C=C[Sn](CCCC)(CCCC)CCCC, COC(=O)c1cc(I)c(C(F)(F)F)cc1NC(C)=O, Cc1ccccc1, [F-], [K+], O, O, [Pd], c1ccc(P(c2ccccc2)c2ccccc2)cc1, c1ccc(P(c2ccccc2)c2ccccc2)cc1, c1ccc(P(c2ccccc2)c2ccccc2)cc1, c1ccc(P(c2ccccc2)c2ccccc2)cc1. The product is C=Cc1cc(C(=O)OC)c(NC(C)=O)cc1C(F)(F)F.